This data is from the Open Reaction Database (ORD), a public repository of structured organic reaction records. The task is: describe an organic reaction: reactants, conditions, products, and yield The reactants are C(C)(=O)OCC.CO (ethyl acetate methanol), CC1=NN=C(S1)N (5-methyl-[1,3,4]thiadiazol-2-ylamine), C([O-])([O-])=O.[Cs+].[Cs+] (Caesium carbonate), CC1=NN=C(S1)N (5-methyl-[1,3,4]thiadiazol-2-ylamine), ClC=1SC(=C(N1)C)C1=CC=C(C=C1)S(=O)(=O)N (4-(2-Chloro-4-methyl-thiazol-5-yl)-benzenesulfonamide). The solvent is CC(=O)N(C)C (dimethylacetamide). Run at temperature 110 celsius, time 18 hour. Product: CC=1N=C(SC1C1=CC=C(C=C1)S(=O)(=O)N)NC=1SC=NN1 (4-[4-Methyl-2-([1,3,4]thiadiazol-2-ylamino)-thiazol-5-yl]-benzenesulfonamide). The yield is 9.5%. As a reaction SMILES: C(=O)([O-])[O-].[Cs+].[Cs+].C[C:8]1[S:12][C:11]([NH2:13])=[N:10][N:9]=1.Cl[C:15]1[S:16][C:17]([C:21]2[CH:26]=[CH:25][C:24]([S:27]([NH2:30])(=[O:29])=[O:28])=[CH:23][CH:22]=2)=[C:18]([CH3:20])[N:19]=1.C(OCC)(=O)C.CO>CC(N(C)C)=O>[CH3:20][C:18]1[N:19]=[C:15]([NH:13][C:11]2[S:12][CH:8]=[N:9][N:10]=2)[S:16][C:17]=1[C:21]1[CH:22]=[CH:23][C:24]([S:27]([NH2:30])(=[O:29])=[O:28])=[CH:25][CH:26]=1 |f:0.1.2,5.6|. Reported procedure: Caesium carbonate (0.08 g, 0.24 mmol) and 5-methyl-[1,3,4]thiadiazol-2-ylamine (0.031 g, 0.27 mmol) are added to a solution of 4-(2-chloro-4-methyl-thiazol-5-yl)-benzenesulfonamide (25d) (0.07 g, 0.24 mmol) in dimethylacetamide (2 ml). The mixture is heated with stirring at 110° C. for 18 hours. After adding more 5-methyl-[1,3,4]thiadiazol-2-ylamine (0.056 g, 0.49 mmol) heating is continued at 130° C. for an additional 8 hours. The solvent is removed and the product is purified by chromatography... The reactants are CCOC(C)=O, CCO, [H][H], CC(C)(C)OC(=O)N1C2CCC1CC(Nc1ccccc1[N+](=O)[O-])C2. Product: CC(C)(C)OC(=O)N1C2CCC1CC(Nc1ccccc1N)C2. As a reaction SMILES: [C:28]([O:29][CH2:30][CH3:31])(=[O:32])[CH3:33].[CH2:34]([OH:35])[CH3:36].[H:26][H:27].[N+:1]([O-:2])(=[O:3])[c:4]1[c:5]([NH:10][CH:11]2[CH2:12][CH:13]3[CH2:14][CH2:15][CH:16]([CH2:17]2)[N:18]3[C:19](=[O:20])[O:21][C:22]([CH3:23])([CH3:24])[CH3:25])[cH:6][cH:7][cH:8][cH:9]1>>[NH2:1][c:4]1[c:5]([NH:10][CH:11]2[CH2:12][CH:13]3[CH2:14][CH2:15][CH:16]([CH2:17]2)[N:18]3[C:19](=[O:20])[O:21][C:22]([CH3:23])([CH3:24])[CH3:25])[cH:6][cH:7][cH:8][cH:9]1. Starting materials: FC1=C(C=CC=C1)C(=O)N=C=S (2-fluoro-1-benzenecarbonyl isothiocyanate), FC1=C(C=CC=C1)C(=O)Cl (2-fluoro-1-benzenecarbonyl chloride), COC=1C=C2C(=CC=NC2=CC1OC)OC1=CC(=C(N)C=C1)F (4-[(6,7-Dimethoxy-4-quinolyl)oxy]-2-fluoroaniline). Solvent: C(C)O (ethanol), C(C)O (ethanol), C1(=CC=CC=C1)C (toluene). Run at time 2 hour. The product is FC1=C(C=CC=C1)C(=O)N=C=S (2-Fluoro-1-benzenecarbonyl isothiocyanate), COC=1C=C2C(=CC=NC2=CC1OC)OC1=C(C=C(C=C1)NC(=S)NC(C1=C(C=CC=C1)F)=O)F (N-{4-[(6,7-Dimethoxy-4-quinolyl)oxy]-3-fluorophenyl}-N′-(2-fluorobenzoyl)thiourea). Yield: 86.0%. RXN SMILES: [F:1]C1C=CC=CC=1C(Cl)=O.[CH3:11][O:12][C:13]1[CH:14]=[C:15]2[C:20](=[CH:21][C:22]=1[O:23][CH3:24])[N:19]=[CH:18][CH:17]=[C:16]2[O:25][C:26]1[CH:32]=[CH:31][C:29]([NH2:30])=[C:28](F)[CH:27]=1.[F:34][C:35]1[CH:40]=[CH:39][CH:38]=[CH:37][C:36]=1[C:41]([N:43]=[C:44]=[S:45])=[O:42]>C1(C)C=CC=CC=1.C(O)C>[F:34][C:35]1[CH:40]=[CH:39][CH:38]=[CH:37][C:36]=1[C:41]([N:43]=[C:44]=[S:45])=[O:42].[CH3:11][O:12][C:13]1[CH:14]=[C:15]2[C:20](=[CH:21][C:22]=1[O:23][CH3:24])[N:19]=[CH:18][CH:17]=[C:16]2[O:25][C:26]1[CH:32]=[CH:31][C:29]([NH:30][C:44]([NH:43][C:41](=[O:42])[C:36]2[CH:37]=[CH:38][CH:39]=[CH:40][C:35]=2[F:34])=[S:45])=[CH:28][C:27]=1[F:1]. Reported procedure: 2-Fluoro-1-benzenecarbonyl isothiocyanate was prepared using commercially available 2-fluoro-1-benzenecarbonyl chloride (80 mg) as a starting compound according to the description of the literature. 4-[(6,7-Dimethoxy-4-quinolyl)oxy]-2-fluoroaniline (50 mg) was dissolved in toluene (5 ml) and ethanol (1 ml) to prepare a solution. A solution of 2-fluoro-1-benzenecarbonyl isothiocyanate in ethanol (1 ml) was then added to the solution, and the mixture was stirred at room temperature for 2 hr. The r... Starting materials: O (water), C(CC)OC1=CC=C(C=C1)O (4-propoxyphenol), C([O-])([O-])=O.[K+].[K+] (potassium carbonate), CN(C)C=O (DMF), CC(C)CBr (bromoacetaldehydedimethylacetal). Product: COC(COCCCOC1=CC=CC=C1)OC (4-(2,2-dimethoxy)ethoxypropoxybenzene). As a reaction SMILES: [CH2:1]([O:4][C:5]1[CH:10]=[CH:9][C:8](O)=[CH:7][CH:6]=1)[CH2:2][CH3:3].[C:12](=[O:15])([O-])[O-].[K+].[K+].C[CH:19]([CH2:21]Br)C.[OH2:23].CN([CH:27]=[O:28])C>>[CH3:27][O:28][CH:19]([O:15][CH3:12])[CH2:21][O:23][CH2:3][CH2:2][CH2:1][O:4][C:5]1[CH:10]=[CH:9][CH:8]=[CH:7][CH:6]=1 |f:1.2.3|. Reported procedure: To a suspension of 4-propoxyphenol (10.0 g) and potassium carbonate (10.0 g) in DMF (50 ml) was added bromoacetaldehydedimethylacetal (12.2 g), and the mixture was refluxed for 14 hours and cooled. To the mixture was added water, and the mixture was extracted with ethyl acetate (twice). The organic layer was washed with 1N sodium hydroxide solution (twice) and then washed with saturated brine, and dried with magnesium sulfate. Under reduced pressure, the solvent was evaporated, and the residue w... The reactants are CC1=C(C=CC(=N1)C(=O)O)[N+](=O)[O-] (6-methyl-5-nitropicolinic acid). Reagents/catalysts: [Pd] (Pd/C). Run in CO (methanol). Conditions: time 1 hour. Yields the product NC=1C=CC(=NC1C)C(=O)O (5-amino-6-methylpicolinic acid). RXN SMILES: [CH3:1][C:2]1[N:7]=[C:6]([C:8]([OH:10])=[O:9])[CH:5]=[CH:4][C:3]=1[N+:11]([O-])=O>CO.[Pd]>[NH2:11][C:3]1[CH:4]=[CH:5][C:6]([C:8]([OH:10])=[O:9])=[N:7][C:2]=1[CH3:1]. Reported procedure: To a solution of 6-methyl-5-nitropicolinic acid (31C, 500 mg, 2.75 mmol) in methanol (10 ml) was added Pd/C (50 mg). The solution was stirred at r.t. under H2 atmosphere for 1 h, when LC-MS showed that s.m. was consumed. Then the mixture was filtered and concentrated to give the crude product which was used to the next step without further purification. LC-MS: m/z 153 (M+H)+ Reaction SMILES: [CH2:1]([c:5]1[cH:6][cH:7][cH:9][cH:10][cH:11]1)[N:8]([C:2](=[O:3])[O-:4])[CH2:12][CH:13]1[CH2:14][CH2:15][CH:16]([c:19]2[n:20][c:21](-[c:29]3[nH:30][c:31]4[cH:32][cH:33][cH:34][cH:35][c:36]4[cH:37]3)[c:22]3[n:23]2[cH:24][cH:25][n:26][c:27]3[NH2:28])[CH2:17][CH2:18]1.[ClH:38].[OH2:39]>>[NH2:8][CH2:12][CH:13]1[CH2:14][CH2:15][CH:16]([c:19]2[n:20][c:21](-[c:29]3[nH:30][c:31]4[cH:32][cH:33][cH:34][cH:35][c:36]4[cH:37]3)[c:22]3[n:23]2[cH:24][cH:25][n:26][c:27]3[NH2:28])[CH2:17][CH2:18]1. The reactants are Nc1nccn2c(C3CCC(CN(Cc4ccccc4)C(=O)[O-])CC3)nc(-c3cc4ccccc4[nH]3)c12, Cl, O. The product is NCC1CCC(c2nc(-c3cc4ccccc4[nH]3)c3c(N)nccn23)CC1. Reactants: ClC=1C(=NC=NC1Cl)N (5,6-dichloropyrimidin-4-amine), NC1CC2(CC(C2)NC(OC(C)(C)C)=O)C1 (tert-butyl (6-aminospiro[3.3]heptan-2-yl)carbamate), O(C1=CC=CC=C1)C1=CC=C(C=C1)B(O)O ((4-phenoxyphenyl)boronic acid), C(C=C)(=O)Cl (acryloyl chloride). Yields the product NC1=C(C(=NC=N1)NC1CC2(CC(C2)NC(C=C)=O)C1)C1=CC=C(C=C1)OC1=CC=CC=C1 (N-(6-((6-amino-5-(4-phenoxyphenyl)pyrimidin-4-yl)amino)spiro[3.3]heptan-2-yl)acrylamide). RXN SMILES: Cl[C:2]1[C:3]([NH2:9])=[N:4][CH:5]=[N:6][C:7]=1Cl.[NH2:10][CH:11]1[CH2:25][C:13]2([CH2:16][CH:15]([NH:17][C:18](=[O:24])OC(C)(C)C)[CH2:14]2)[CH2:12]1.[O:26]([C:33]1[CH:38]=[CH:37][C:36](B(O)O)=[CH:35][CH:34]=1)[C:27]1[CH:32]=[CH:31][CH:30]=[CH:29][CH:28]=1.[C:42](Cl)(=O)[CH:43]=C>>[NH2:9][C:3]1[N:4]=[CH:5][N:6]=[C:7]([NH:10][CH:11]2[CH2:12][C:13]3([CH2:14][CH:15]([NH:17][C:18](=[O:24])[CH:42]=[CH2:43])[CH2:16]3)[CH2:25]2)[C:2]=1[C:30]1[CH:31]=[CH:32][C:27]([O:26][C:33]2[CH:38]=[CH:37][CH:36]=[CH:35][CH:34]=2)=[CH:28][CH:29]=1. Procedure details: N-(6-((6-amino-5-(4-phenoxyphenyl)pyrimidin-4-yl)amino)spiro[3.3]heptan-2-yl)acrylamide was prepared from 5,6-dichloropyrimidin-4-amine, tert-butyl (6-aminospiro[3.3]heptan-2-yl)carbamate, (4-phenoxyphenyl)boronic acid and acryloyl chloride according to general scheme 3 using methods S1, S2, S3, and S4C. HPLC purity: 95%. MS: m/z=442 [M+H]+. 1H NMR (CD3OD) δ 8.23 (s, 1H), 7.10-7.46 (m, 9H), 6.23 (m, 1H), 5.66 (m, 1H), 4.59 (m, 1H), 3.69 (m, 1H), 3.19 (d, 1H), 2.54 (m, 2H), 2.08-2.34 (m, 6H). Reaction SMILES: [CH3:42][c:43]1[cH:44][cH:45][cH:46][cH:47][cH:48]1.[Cl:1][c:2]1[c:3]([O:19][S:20]([C:21]([F:22])([F:23])[F:24])(=[O:25])=[O:26])[c:4]2[c:5]([cH:17][cH:18]1)[CH2:6][CH2:7][N:8]([C:11]([C:12]([F:13])([F:14])[F:15])=[O:16])[CH2:9][CH2:10]2.[NH2:27][CH2:28][c:29]1[cH:30][cH:31][c:32]([NH:35][CH:36]2[CH2:37][CH2:38][CH2:39][CH2:40][CH2:41]2)[n:33][cH:34]1>>[Cl:1][c:2]1[c:3]([NH:27][CH2:28][c:29]2[cH:30][cH:31][c:32]([NH:35][CH:36]3[CH2:37][CH2:38][CH2:39][CH2:40][CH2:41]3)[n:33][cH:34]2)[c:4]2[c:5]([cH:17][cH:18]1)[CH2:6][CH2:7][N:8]([C:11]([C:12]([F:13])([F:14])[F:15])=[O:16])[CH2:9][CH2:10]2. The reactants are Cc1ccccc1, O=C(N1CCc2ccc(Cl)c(OS(=O)(=O)C(F)(F)F)c2CC1)C(F)(F)F, NCc1ccc(NC2CCCCC2)nc1. The product is O=C(N1CCc2ccc(Cl)c(NCc3ccc(NC4CCCCC4)nc3)c2CC1)C(F)(F)F. Starting materials: [Br-].[Li+] (lithium bromide), CON=C[C@H]([C@@H]([C@@H](COCC1=CC=C(C=C1)OC)OC1=C(C=C(C(=C1)Cl)Cl)Cl)OCC1=CC=C(C=C1)OC)F ((2R,3R,4R)-2-fluoro-3,5-bis((4-methoxybenzyl)oxy)-4-(2,4,5-trichlorophenoxy)pentan al O-methyloxime), C(C)(=O)OCC (ethyl acetate), [Br-].[Li+] (lithium bromide). The solvent is O1CCCC1 (tetrahydrofuran), CN1C(N(CC1)C)=O (1,3-dimethyl-2-imidazolidinone). Conditions: temperature 65 celsius, time 7 hour. The product is CON=C[C@@H]([C@@H]([C@H](COCC1=CC=C(C=C1)OC)Br)OCC1=CC=C(C=C1)OC)F ((2S,3S,4S)-4-bromo-2-fluoro-3,5-bis((4-methoxybenzyl)oxy)pentanal O-methyloxime). Isolated yield 92.5%. Reaction SMILES: [Br-:1].[Li+].[CH3:3][O:4][N:5]=[CH:6][C@@H:7]([F:41])[C@H:8]([O:31][CH2:32][C:33]1[CH:38]=[CH:37][C:36]([O:39][CH3:40])=[CH:35][CH:34]=1)[C@H:9](OC1C=C(Cl)C(Cl)=CC=1Cl)[CH2:10][O:11][CH2:12][C:13]1[CH:18]=[CH:17][C:16]([O:19][CH3:20])=[CH:15][CH:14]=1.C(OCC)(=O)C>O1CCCC1.CN1CCN(C)C1=O>[CH3:3][O:4][N:5]=[CH:6][C@H:7]([F:41])[C@H:8]([O:31][CH2:32][C:33]1[CH:38]=[CH:37][C:36]([O:39][CH3:40])=[CH:35][CH:34]=1)[C@@H:9]([Br:1])[CH2:10][O:11][CH2:12][C:13]1[CH:18]=[CH:17][C:16]([O:19][CH3:20])=[CH:15][CH:14]=1 |f:0.1|. Procedure details: 451 mg of lithium bromide was added to a solution of 1.15 g of (2R,3R,4R)-2-fluoro-3,5-bis((4-methoxybenzyl)oxy)-4-(2,4,5-trichlorophenoxy)pentan al O-methyloxime in 6 mL of tetrahydrofuran and 6 mL of 1,3-dimethyl-2-imidazolidinone, and the obtained mixture was then stirred at 65° C. for 7 hours. Thereafter, ethyl acetate and a 25% lithium bromide aqueous solution were added to the reaction mixture. The organic layer was fractionated, and it was washed with a 12% lithium bromide aqueous solutio... The reactants are CC1=CC=2C(=NC=CC2)N1 (2-methyl-pyrrolo[2,3-b]pyridine), BrCCC1=CC=CC=C1 ((2-bromoethyl)benzene). The solvent is C(C)#N (acetonitrile). Product: Br.CC1=CC=2C(N(C=CC2)CCC2=CC=CC=C2)=N1 (2-methyl-7- (2-phenylethyl)pyrrolo[2,3-b]pyridinehydrobromide). Isolated yield 92.6%. RXN SMILES: [CH3:1][C:2]1[NH:10][C:5]2=[N:6][CH:7]=[CH:8][CH:9]=[C:4]2[CH:3]=1.[Br:11][CH2:12][CH2:13][C:14]1[CH:19]=[CH:18][CH:17]=[CH:16][CH:15]=1>C(#N)C>[BrH:11].[CH3:1][C:2]1[N:10]=[C:5]2[N:6]([CH2:12][CH2:13][C:14]3[CH:19]=[CH:18][CH:17]=[CH:16][CH:15]=3)[CH:7]=[CH:8][CH:9]=[C:4]2[CH:3]=1 |f:3.4|. Procedure details: A solution of 85 mg (0.64 mmol) of 2-methyl-pyrrolo[2,3-b]pyridine and 140 mg(0.76 mmol) of (2-bromoethyl)benzene in 1 ml acetonitrile was refluxed for 40 h. The solvent was evaporated and the residue was treated with ether. The solid that formed was isolated by filtration to give 188 mg (62%) of 2-methyl-7- (2-phenylethyl)pyrrolo[2,3-b]pyridinehydrobromide.